Dataset: the Open Reaction Database (ORD), a public repository of structured organic reaction records. Task: describe an organic reaction: reactants, conditions, products, and yield The reactants are Intermediate 8, BrC1=C(C=NN1CC(F)(F)F)[N+](=O)[O-] (5-bromo-4-nitro-1-(2,2,2-trifluoroethyl)-1H-pyrazole), N1CC[C@@H](CCC1)NC(C(F)(F)F)=O ((R)—N-(azepan-4-yl)-2,2,2-trifluoroacetamide). Yields the product NC=1C=NN(C1N1CC[C@@H](CCC1)NC(C(F)(F)F)=O)CC(F)(F)F ((R)—N-(1-(4-amino-1-(2,2,2-trifluoroethyl)-1H-pyrazol-5-yl)azepan-4-yl)-2,2,2-trifluoroacetamide). Isolated yield 53.6%. Reaction SMILES: Br[C:2]1[N:6]([CH2:7][C:8]([F:11])([F:10])[F:9])[N:5]=[CH:4][C:3]=1[N+:12]([O-])=O.[NH:15]1[CH2:21][CH2:20][CH2:19][C@@H:18]([NH:22][C:23](=[O:28])[C:24]([F:27])([F:26])[F:25])[CH2:17][CH2:16]1>>[NH2:12][C:3]1[CH:4]=[N:5][N:6]([CH2:7][C:8]([F:11])([F:10])[F:9])[C:2]=1[N:15]1[CH2:21][CH2:20][CH2:19][C@@H:18]([NH:22][C:23](=[O:28])[C:24]([F:26])([F:25])[F:27])[CH2:17][CH2:16]1. Procedure: Following the procedure for Intermediate 8 starting from 5-bromo-4-nitro-1-(2,2,2-trifluoroethyl)-1H-pyrazole (150 mg, 0.55 mmol) and (R)—N-(azepan-4-yl)-2,2,2-trifluoroacetamide (115 mg, 0.55 mmol) gave (R)—N-(1-(4-amino-1-(2,2,2-trifluoroethyl)-1H-pyrazol-5-yl)azepan-4-yl)-2,2,2-trifluoroacetamide as a colourless gum (110 mg, 53%). 1H NMR (400 MHz, CDCl3) δ 7.25 (s, 1H), 7.11 (br s, 1H), 4.54 (q, J=8.5 Hz, 2H), 4.35-4.22 (m, 1H), 3.40-3.23 (m, 2H), 3.21-3.08 (m, 2H), 2.62 (br s, 2H), 2.17-2.08... Reactants: N(=[N+]=[N-])C[C@@H](CC(=O)OCC)OC(C)=O (ethyl (R)-4-azido-3-acetoxybutyrate), C(C)(=O)OCC (ethyl acetate). Reagents/catalysts: [Pd] (Pd—C). Run at time 8 hour. The product is C(C)(=O)NC[C@@H](CC(=O)OCC)O (Ethyl (R)-4-Acetylamino-3-Hydroxybutyrate). Yield: 81.0%. As a reaction SMILES: [N:1]([CH2:4][C@H:5]([O:12]C(=O)C)[CH2:6][C:7]([O:9][CH2:10][CH3:11])=[O:8])=[N+]=[N-].[C:16](OCC)(=[O:18])[CH3:17]>[Pd]>[C:16]([NH:1][CH2:4][C@H:5]([OH:12])[CH2:6][C:7]([O:9][CH2:10][CH3:11])=[O:8])(=[O:18])[CH3:17]. Reported procedure: In a 200 ml autoclave were charged 4.50 g (20.9 mmol) of ethyl (R)-4-azido-3-acetoxybutyrate, 0.02 g of 5% Pd—C, and 5 ml of ethyl acetate, and the mixture was stirred at room temperature under a hydrogen pressure of 1000 KPa overnight. The catalyst was removed for concentration to give 3.20 g (81%) of the title compound. Reactants: O1C(=CC=C1)C(=O)Cl (2-Furoyl chloride), NC=1C=NC2=CC=CC=C2C1N (3,4-diaminoquinoline), ClCCl (dichloromethane), Cl (HCl), O (Water). The solvent is N1=CC=CC=C1 (pyridine), [OH-].[Na+] (NaOH). Conditions: time 2 hour. The product is O1C(=CC=C1)N1C=NC=2C=NC=3C=CC=CC3C21 (2-Furyl-1H-Imidazo[4,5-c]quinoline). RXN SMILES: [O:1]1[CH:5]=[CH:4][CH:3]=[C:2]1C(Cl)=O.[NH2:9][C:10]1[CH:11]=[N:12][C:13]2[C:18]([C:19]=1[NH2:20])=[CH:17][CH:16]=[CH:15][CH:14]=2.O.Cl.Cl[CH2:24]Cl>N1C=CC=CC=1.[OH-].[Na+]>[O:1]1[CH:5]=[CH:4][CH:3]=[C:2]1[N:20]1[C:19]2[C:18]3[CH:17]=[CH:16][CH:15]=[CH:14][C:13]=3[N:12]=[CH:11][C:10]=2[N:9]=[CH:24]1 |f:6.7|. Procedure details: 2-Furoyl chloride (1.1 g, 0.8 ml, 8.1 mmol) in dry dichloromethane (15 ml) was added dropwise to a solution of to 3,4-diaminoquinoline 8 (1.0 g, 6.0 mmol) in dry pyridine (6.2 ml) under nitrogen. The solution was stirred for 2 hours at room temperature. Water (15 ml) was added to quench the reaction and the solvent was evaporated under reduced pressure to afford an orange solid. This crude solid in 2N NaOH (15 ml) was refluxed for 2 hours. After cooling on ice the pH was adjusted to 7 using conc... Starting materials: [BH4-], COC(=O)CC(=O)C(NC(=O)OC(C)(C)C)C(C)C, CO, [K+]. Product: COC(=O)CC(O)C(NC(=O)OC(C)(C)C)C(C)C. Reaction SMILES: [BH4-:20].[CH3:1][O:2][C:3]([CH2:4][C:5]([CH:6]([CH:7]([CH3:8])[CH3:9])[NH:10][C:11](=[O:12])[O:13][C:14]([CH3:15])([CH3:16])[CH3:17])=[O:18])=[O:19].[CH3:22][OH:23].[K+:21]>>[CH3:1][O:2][C:3]([CH2:4][CH:5]([CH:6]([CH:7]([CH3:8])[CH3:9])[NH:10][C:11](=[O:12])[O:13][C:14]([CH3:15])([CH3:16])[CH3:17])[OH:18])=[O:19].